Dataset: the Open Reaction Database (ORD), a public repository of structured organic reaction records. Task: describe an organic reaction: reactants, conditions, products, and yield Reactants: O=C1CCCC12CCN(CC2)C(=O)OC(C)(C)C (tert-Butyl 1-oxo-8-azaspiro[4.5]decane-8-carboxylate), [Cl-].[NH4+] (ammonium chloride), O1CCCC1.C(C)(C)[N-]C(C)C.[Li+] (lithium diisopropylamide mono(tetrahydrofuran)), C(C)=O (acetaldehyde). The solvent is C(C)OCC (diethyl ether). Run at temperature -78 celsius, time 35 minute. Yields the product OC(C)C1C(C2(CC1)CCN(CC2)C(=O)OC(C)(C)C)=O (tert-Butyl 2-(1-hydroxyeth-1-yl)-1-oxo-8-azaspiro[4.5]decane 8-carboxylate). Yield: 479.3%. Reaction SMILES: [O:1]=[C:2]1[C:6]2([CH2:11][CH2:10][N:9]([C:12]([O:14][C:15]([CH3:18])([CH3:17])[CH3:16])=[O:13])[CH2:8][CH2:7]2)[CH2:5][CH2:4][CH2:3]1.[O:19]1CC[CH2:21][CH2:20]1.C([N-]C(C)C)(C)C.[Li+].C(=O)C.[Cl-].[NH4+]>C(OCC)C>[OH:19][CH:20]([CH:3]1[CH2:4][CH2:5][C:6]2([CH2:7][CH2:8][N:9]([C:12]([O:14][C:15]([CH3:18])([CH3:17])[CH3:16])=[O:13])[CH2:10][CH2:11]2)[C:2]1=[O:1])[CH3:21] |f:1.2.3,5.6|. Reported procedure: tert-Butyl 1-oxo-8-azaspiro[4.5]decane-8-carboxylate from Procedure 1, Step G (1.2 g, 4.70 mmol) was dried by evaporating with toluene (5 mL) three times in vacuo, dissolved in tetrahydrofuran (50 mL), and cooled to −78° C. To this solution was added lithium diisopropylamide mono(tetrahydrofuran) (6.3 mL, 9.4 mmol, 1.5 M in cyclohexane). The reaction mixture was stirred for 35 min at −78° C. before adding acetaldehyde (0.527 mL, 9.4 mmol). After 10 min, the reaction mixture was diluted with diet...